From a dataset of the Open Reaction Database (ORD), a public repository of structured organic reaction records. describe an organic reaction: reactants, conditions, products, and yield The reactants are CCN=C=NCCCN(C)C, CCN(C(C)C)C(C)C, O=C(O)c1cc(F)c(Cl)cc1Cl, Cl, O=C(NCC(=O)N1CCNCC1)c1ccc(-c2ccccc2)cc1, CN(C)C=O, O, On1nnc2ccccc21. Yields the product O=C(NCC(=O)N1CCN(C(=O)c2cc(F)c(Cl)cc2Cl)CC1)c1ccc(-c2ccccc2)cc1. Reaction SMILES: [CH3:32][CH2:33][N:34]=[C:35]=[N:36][CH2:37][CH2:38][CH2:39][N:40]([CH3:41])[CH3:42].[CH:1]([N:2]([CH2:3][CH3:4])[CH:5]([CH3:6])[CH3:7])([CH3:8])[CH3:9].[Cl:10][c:11]1[c:12]([C:13](=[O:14])[OH:15])[cH:16][c:17]([F:21])[c:18]([Cl:20])[cH:19]1.[ClH:43].[O:44]=[C:45]([CH2:46][NH:47][C:48](=[O:49])[c:50]1[cH:51][cH:52][c:53](-[c:56]2[cH:57][cH:58][cH:59][cH:60][cH:61]2)[cH:54][cH:55]1)[N:62]1[CH2:63][CH2:64][NH:65][CH2:66][CH2:67]1.[O:68]=[CH:69][N:70]([CH3:71])[CH3:72].[OH2:73].[OH:22][n:23]1[c:24]2[c:25]([cH:26][cH:27][cH:28][cH:29]2)[n:30][n:31]1>>[Cl:10][c:11]1[c:12]([C:13](=[O:15])[N:65]2[CH2:64][CH2:63][N:62]([C:45](=[O:44])[CH2:46][NH:47][C:48](=[O:49])[c:50]3[cH:51][cH:52][c:53](-[c:56]4[cH:57][cH:58][cH:59][cH:60][cH:61]4)[cH:54][cH:55]3)[CH2:67][CH2:66]2)[cH:16][c:17]([F:21])[c:18]([Cl:20])[cH:19]1.